describe an organic reaction: reactants, conditions, products, and yield From a dataset of the Open Reaction Database (ORD), a public repository of structured organic reaction records. The reactants are IC=1C2=C(C(=NC1)N)C(=CS2)C=2C=C1CCN(C1=CC2)C(CC2=CC=CC=C2)=O (7-iodo-3-[1-(phenylacetyl)-2,3-dihydro-1H-indol-5-yl]thieno[3,2-c]pyridin-4-amine), N1=CC(=CC=C1)B(O)O (3-pyridinylboronic acid), C([O-])([O-])=O.[Na+].[Na+] (sodium carbonate), O1CCOCC1 (dioxane). Run in O (water), C(C)(=O)OCC (ethyl acetate), O (Water). Run at temperature 120 celsius. Product: C1(=CC=CC=C1)CC(=O)N1CCC2=CC(=CC=C12)C1=CSC2=C1C(=NC=C2C=2C=NC=CC2)N (3-[1-(phenylacetyl)-2,3-dihydro-1H-indol-5-yl]-7-(3-pyridinyl)thieno[3,2-c]pyridin-4-amine). Isolated yield 51.6%. As a reaction SMILES: I[C:2]1[C:3]2[S:11][CH:10]=[C:9]([C:12]3[CH:13]=[C:14]4[C:18](=[CH:19][CH:20]=3)[N:17]([C:21](=[O:29])[CH2:22][C:23]3[CH:28]=[CH:27][CH:26]=[CH:25][CH:24]=3)[CH2:16][CH2:15]4)[C:4]=2[C:5]([NH2:8])=[N:6][CH:7]=1.[N:30]1[CH:35]=[CH:34][CH:33]=[C:32](B(O)O)[CH:31]=1.C(=O)([O-])[O-].[Na+].[Na+].O1CCOCC1>C(OCC)(=O)C.O>[C:23]1([CH2:22][C:21]([N:17]2[C:18]3[C:14](=[CH:13][C:12]([C:9]4[C:4]5[C:5]([NH2:8])=[N:6][CH:7]=[C:2]([C:32]6[CH:31]=[N:30][CH:35]=[CH:34][CH:33]=6)[C:3]=5[S:11][CH:10]=4)=[CH:20][CH:19]=3)[CH2:15][CH2:16]2)=[O:29])[CH:24]=[CH:25][CH:26]=[CH:27][CH:28]=1 |f:2.3.4|. Procedure details: To a 25 mL pressure tube was charged 7-iodo-3-[1-(phenylacetyl)-2,3-dihydro-1H-indol-5-yl]thieno[3,2-c]pyridin-4-amine (182 mg, 0.356 mmol), 3-pyridinylboronic acid (43.7 mg, 0.356 mmol), 1,1′-bis(diphenylphosphino)ferrocene-palladium(II)dichloride dichloromethane complex (14.53 mg, 0.018 mmol), and sodium carbonate (75 mg, 0.712 mmol) followed by dioxane (5 mL), and water (1 mL). The reaction was heated at 120° C. for 30 min in microwave reactor. Water (20 mL) and ethyl acetate (20 mL) were add...